From a dataset of the Open Reaction Database (ORD), a public repository of structured organic reaction records. describe an organic reaction: reactants, conditions, products, and yield Starting materials: C(C)(C)(C)C1=NN(C(=C1)N)C1=C(C=CC(=C1)C)C (3-tert-butyl-1-(2,5-dimethylphenyl)-1H-pyrazol-5-amine), C(=O)([O-])[O-].[Cs+].[Cs+] (Cs2CO3), FC(S(=O)(=O)OC=1C(=NC=CC1)C(=O)OCC)(F)F (ethyl 3-{[(trifluoromethyl)sulfonyl]oxy}pyridine-2-carboxylate), C=1C=CC(=CC1)P(C=2C=CC=CC2)C3=CC=C4C=CC=CC4=C3C5=C6C=CC=CC6=CC=C5P(C=7C=CC=CC7)C=8C=CC=CC8 (BINAP). Reagents/catalysts: C=1C=CC(=CC1)/C=C/C(=O)/C=C/C2=CC=CC=C2.C=1C=CC(=CC1)/C=C/C(=O)/C=C/C2=CC=CC=C2.C=1C=CC(=CC1)/C=C/C(=O)/C=C/C2=CC=CC=C2.[Pd].[Pd] (Pd2(dba)3). Solvent: O (H2O). Run at temperature 110 celsius. The product is C(C)(C)(C)C1=NN(C(=C1)NC=1C(=NC=CC1)C(=O)OCC)C1=C(C=CC=C1C)C (ethyl 3-{[3-tert-butyl-1-(2,6-dimethylphenyl)-1H-pyrazol-5-yl]amino}pyridine-2-carboxylate). Isolated yield 566.2%. As a reaction SMILES: [C:1]([C:5]1[CH:9]=[C:8]([NH2:10])[N:7]([C:11]2[CH:16]=[C:15](C)[CH:14]=[CH:13][C:12]=2[CH3:18])[N:6]=1)([CH3:4])([CH3:3])[CH3:2].FC(F)(F)S(O[C:25]1[C:26]([C:31]([O:33][CH2:34][CH3:35])=[O:32])=[N:27][CH:28]=[CH:29][CH:30]=1)(=O)=O.[CH:38]1C=CC(P(C2C(C3C(P(C4C=CC=CC=4)C4C=CC=CC=4)=CC=C4C=3C=CC=C4)=C3C(C=CC=C3)=CC=2)C2C=CC=CC=2)=CC=1.C([O-])([O-])=O.[Cs+].[Cs+]>C1C=CC(/C=C/C(/C=C/C2C=CC=CC=2)=O)=CC=1.C1C=CC(/C=C/C(/C=C/C2C=CC=CC=2)=O)=CC=1.C1C=CC(/C=C/C(/C=C/C2C=CC=CC=2)=O)=CC=1.[Pd].[Pd].O>[C:1]([C:5]1[CH:9]=[C:8]([NH:10][C:25]2[C:26]([C:31]([O:33][CH2:34][CH3:35])=[O:32])=[N:27][CH:28]=[CH:29][CH:30]=2)[N:7]([C:11]2[C:16]([CH3:38])=[CH:15][CH:14]=[CH:13][C:12]=2[CH3:18])[N:6]=1)([CH3:3])([CH3:2])[CH3:4] |f:3.4.5,6.7.8.9.10|. Reported procedure: To a dried 100 mL flask was added 3-tert-butyl-1-(2,5-dimethylphenyl)-1H-pyrazol-5-amine (1.68 g, 6.9 mmol), synthesized in the same manner as Intermediate F using Intermediate A, ethyl 3-{[(trifluoromethyl)sulfonyl]oxy}pyridine-2-carboxylate (1.88 g, 6.28 mmol) (from step 1), Pd2(dba)3 (0.28 g, 0.31 mmol), BINAP (0.39 g, 0.63 mmol), and Cs2CO3 (4.1 g, 12.5 mmol). The flask was degassed followed by addition of toluene (10 mL) and the mixture was then heated to 110° C. for 4 h. The mixture was co... The reactants are N1=CC=CC=C1 (pyridine), O=C(C(=O)OC)NCC(OCCCC=C)=O (Methyl 2-oxo-2-((2-oxo-2-(pent-4-en-1-yloxy)ethyl)amino)acetate), O(S(=O)(=O)C(F)(F)F)S(=O)(=O)C(F)(F)F (Tf2O). Procedure: Methyl 2-oxo-2-((2-oxo-2-(pent-4-en-1-yloxy)ethyl)amino)acetate (42.5 g, 1 eq) and dichloromethane (DCM) (425 mL) were added to a vessel with stirring followed by the addition of pyridine (17.6 g, 1.2 eq). Tf2O (78.5 g, 1.5 eq) was added over 45 min to the mixture maintaining an internal temperature of ˜25° C. The mixture was stirred for 6 h at which point the reaction was carefully quenched by the addition of 20 wt % aqueous NaOAc (255 mL) to form a biphasic solution. The aqueous layer was extr... Run in ClCCl (dichloromethane). Reaction SMILES: O=[C:2]([NH:7][CH2:8][C:9](=O)[O:10][CH2:11][CH2:12][CH2:13][CH:14]=[CH2:15])[C:3]([O:5][CH3:6])=[O:4].N1C=CC=CC=1.O(S(C(F)(F)F)(=O)=O)S(C(F)(F)F)(=O)=O>ClCCl>[O:10]1[C:9]2=[CH:8][N:7]=[C:2]([C:3]([O:5][CH3:6])=[O:4])[CH:15]=[C:14]2[CH2:13][CH2:12][CH2:11]1. The product is O1CCCC=2C1=CN=C(C2)C(=O)OC (Methyl 3,4-dihydro-2H-pyrano[2,3-c]pyridine-6-carboxylate). Reaction conditions: temperature 25 celsius. The reactants are C(C=O)(=O)OCC (Ethyl glyoxylate), C1(=CC=CC=C1)C (toluene), O1CCCC2=C1C=CC(=C2)C=2N=C1N(C=CC=C1)C2 (2-(3,4-dihydro-2H-1-benzopyran-6-yl)-imidazo[1,2-a]pyridine), C(C=O)(=O)OCC (ethyl glyoxylate), C1(=CC=CC=C1)C (toluene), C1(=CC=C(C=C1)S(=O)(=O)O)C (p-toluenesulfonic acid). Run in C(C)O (ethanol). Conditions: temperature 80 celsius. Yields the product O1CCCC2=C1C=CC(=C2)C=2N=C1N(C=CC=C1)C2C(C(=O)OCC)O (ethyl 2-[2-(3,4-dihydro-2H-1-benzopyran-6-yl)imidazo[1,2-a]pyridin-3-yl]-2-hydroxyacetate). Yield: 80.0%. RXN SMILES: [O:1]1[C:6]2[CH:7]=[CH:8][C:9]([C:11]3[N:12]=[C:13]4[CH:18]=[CH:17][CH:16]=[CH:15][N:14]4[CH:19]=3)=[CH:10][C:5]=2[CH2:4][CH2:3][CH2:2]1.[C:20]([O:24][CH2:25][CH3:26])(=[O:23])[CH:21]=[O:22].C1(C)C=CC=CC=1.C1(C)C=CC(S(O)(=O)=O)=CC=1>C(O)C>[O:1]1[C:6]2[CH:7]=[CH:8][C:9]([C:11]3[N:12]=[C:13]4[CH:18]=[CH:17][CH:16]=[CH:15][N:14]4[C:19]=3[CH:21]([OH:22])[C:20]([O:24][CH2:25][CH3:26])=[O:23])=[CH:10][C:5]=2[CH2:4][CH2:3][CH2:2]1. Procedure details: A mixture of 2-(3,4-dihydro-2H-1-benzopyran-6-yl)-imidazo[1,2-a]pyridine (19b) (50 mg, 0.2 mmol), ethyl glyoxylate 50% in toluene (0.20 mL, 1.0 mmol) and p-toluenesulfonic acid (6 mg, 0.03 mmol) in ethanol (1 mL) was heated at 80° C. for 1 hour. Ethyl glyoxylate 50% in toluene (0.10 mL, 0.5 mmol) was added and the heating was maintained for one supplementary hour. The mixture was concentrated in vacuo. The residue was dissolved in ethyl acetate (10 mL), washed with a saturated solution of sodium...